From a dataset of the Open Reaction Database (ORD), a public repository of structured organic reaction records. describe an organic reaction: reactants, conditions, products, and yield The reactants are CC(C(=O)C1=CNC2=NC=C(N=C21)C2=CC(=C(C(=C2)OC)OC)OC)(C)OC2OCCCC2 (2-Methyl-2-(tetrahydro-pyran-2-yloxy)-1-[2-(3,4,5-trimethoxy-phenyl)-5H-pyrrolo[2,3-b]pyrazin-7-yl]-propan-1-one), C(C)(=O)O (acetic acid), C1CCOC1 (THF). Run in O (water). Conditions: temperature 50 celsius. Product: OC(C(=O)C1=CNC2=NC=C(N=C21)C2=CC(=C(C(=C2)OC)OC)OC)(C)C (2-Hydroxy-2-methyl-1-[2-(3,4,5-trimethoxy-phenyl)-5H-pyrrolo[2,3-b]pyrazin-7-yl]-propan-1-one). RXN SMILES: [CH3:1][C:2]([O:27]C1CCCCO1)([CH3:26])[C:3]([C:5]1[C:13]2[C:8](=[N:9][CH:10]=[C:11]([C:14]3[CH:19]=[C:18]([O:20][CH3:21])[C:17]([O:22][CH3:23])=[C:16]([O:24][CH3:25])[CH:15]=3)[N:12]=2)[NH:7][CH:6]=1)=[O:4].C(O)(=O)C.C1COCC1>O>[OH:27][C:2]([CH3:26])([CH3:1])[C:3]([C:5]1[C:13]2[C:8](=[N:9][CH:10]=[C:11]([C:14]3[CH:15]=[C:16]([O:24][CH3:25])[C:17]([O:22][CH3:23])=[C:18]([O:20][CH3:21])[CH:19]=3)[N:12]=2)[NH:7][CH:6]=1)=[O:4]. Procedure details: 2-Methyl-2-(tetrahydro-pyran-2-yloxy)-1-[2-(3,4,5-trimethoxy-phenyl)-5H-pyrrolo[2,3-b]pyrazin-7-yl]-propan-1-one, 0.012 gm, was mixed with 0.8 ml acetic acid, 0.4 ml THF and 0.2 ml water and heated for 90 minutes in a 50° C. oil bath. The mixture was concentrated, saturated aqueous sodium bicarbonate was added and the mixture extracted twice with ethyl acetate, dried over magnesium sulfate, filtered and stripped and the solid dried overnight at 2 torr in an 80° C. vacuum oven to give 2-Hydroxy-2... Reactants: C1CCOC1, C[Si](C)(C)[N-][Si](C)(C)C, COc1ccc(CN(Cc2ccc(OC)cc2)c2nc(C)nc(-c3cc(Cc4ccc(S(C)(=O)=O)cc4)cnc3F)n2)cc1, COc1ncc(N)cc1F, [Li+], O. The product is COc1ccc(CN(Cc2ccc(OC)cc2)c2nc(C)nc(-c3cc(Cc4ccc(S(C)(=O)=O)cc4)cnc3Nc3cnc(OC)c(F)c3)n2)cc1. Reaction SMILES: [CH2:65]1[O:66][CH2:67][CH2:68][CH2:69]1.[CH3:55][Si:56]([N-:57][Si:58]([CH3:59])([CH3:60])[CH3:61])([CH3:62])[CH3:63].[F:1][c:2]1[n:3][cH:4][c:5]([CH2:34][c:35]2[cH:36][cH:37][c:38]([S:41](=[O:42])(=[O:43])[CH3:44])[cH:39][cH:40]2)[cH:6][c:7]1-[c:8]1[n:9][c:10]([N:15]([CH2:16][c:17]2[cH:18][cH:19][c:20]([O:23][CH3:24])[cH:21][cH:22]2)[CH2:25][c:26]2[cH:27][cH:28][c:29]([O:32][CH3:33])[cH:30][cH:31]2)[n:11][c:12]([CH3:14])[n:13]1.[F:45][c:46]1[cH:47][c:48]([NH2:54])[cH:49][n:50][c:51]1[O:52][CH3:53].[Li+:64].[OH2:70]>>[c:2]1([NH:54][c:48]2[cH:47][c:46]([F:45])[c:51]([O:52][CH3:53])[n:50][cH:49]2)[n:3][cH:4][c:5]([CH2:34][c:35]2[cH:36][cH:37][c:38]([S:41](=[O:42])(=[O:43])[CH3:44])[cH:39][cH:40]2)[cH:6][c:7]1-[c:8]1[n:9][c:10]([N:15]([CH2:16][c:17]2[cH:18][cH:19][c:20]([O:23][CH3:24])[cH:21][cH:22]2)[CH2:25][c:26]2[cH:27][cH:28][c:29]([O:32][CH3:33])[cH:30][cH:31]2)[n:11][c:12]([CH3:14])[n:13]1. Starting materials: CNN (methyl hydrazine), CSC(=NC#N)SC (cyanocarbonimidodithioic acid dimethyl ester). The solvent is C(C)#N (acetonitrile). Run at time 16 hour. The product is C(#N)N=C(SC)N(N)C (N-Cyano-1-methylhydrazinecarboximidothioic acid, methyl ester). Reaction SMILES: [CH3:1][NH:2][NH2:3].[CH3:4][S:5][C:6](SC)=[N:7][C:8]#[N:9]>C(#N)C>[C:8]([N:7]=[C:6]([N:2]([CH3:1])[NH2:3])[S:5][CH3:4])#[N:9]. Reported procedure: A mixture of methyl hydrazine (0.48 ml) and cyanocarbonimidodithioic acid dimethyl ester (1.3 g) in acetonitrile was stirred at 25° for 16 hours. The resulting solution was evaporated to a gum which was crystallised from acetonitrile/ether to give the title compound as colourless granules (210 mg) m.p. 69°-71°. Yields the product Cc1c(CN(C)C(=O)C=Cc2cnc3c(c2)CCC(=O)N3)oc2ccccc12. Reaction SMILES: [CH3:27][CH2:28][N:29]=[C:30]=[N:31][CH2:32][CH2:33][CH2:34][N:35]([CH3:36])[CH3:37].[CH3:38][NH:39][CH2:40][c:41]1[o:42][c:43]2[c:44]([c:45]1[CH3:46])[cH:47][cH:48][cH:49][cH:50]2.[CH:51]([N:52]([CH2:53][CH3:54])[CH:55]([CH3:56])[CH3:57])([CH3:58])[CH3:59].[O:1]=[C:2]1[CH2:3][CH2:4][c:5]2[cH:6][c:7]([CH:12]=[CH:13][C:14](=[O:15])[OH:16])[cH:8][n:9][c:10]2[NH:11]1.[O:61]=[CH:62][N:63]([CH3:64])[CH3:65].[OH2:60].[OH:17][n:18]1[c:19]2[c:20]([cH:21][cH:22][cH:23][cH:24]2)[n:25][n:26]1>>[O:1]=[C:2]1[CH2:3][CH2:4][c:5]2[cH:6][c:7]([CH:12]=[CH:13][C:14](=[O:16])[N:39]([CH3:38])[CH2:40][c:41]3[o:42][c:43]4[c:44]([c:45]3[CH3:46])[cH:47][cH:48][cH:49][cH:50]4)[cH:8][n:9][c:10]2[NH:11]1. The reactants are CCN=C=NCCCN(C)C, CNCc1oc2ccccc2c1C, CCN(C(C)C)C(C)C, O=C(O)C=Cc1cnc2c(c1)CCC(=O)N2, CN(C)C=O, O, On1nnc2ccccc21. Reactants: O=C1N(CCCOCc2ccccc2)c2ccccc2C12COc1cc3c(cc12)OCO3, CO, [H][H]. The product is O=C1N(CCCO)c2ccccc2C12COc1cc3c(cc12)OCO3. Reaction SMILES: [CH2:1]([c:2]1[cH:3][cH:4][cH:5][cH:6][cH:7]1)[O:8][CH2:9][CH2:10][CH2:11][N:12]1[C:13](=[O:32])[C:14]2([CH2:15][O:16][c:17]3[c:18]2[cH:19][c:20]2[c:21]([cH:25]3)[O:22][CH2:23][O:24]2)[c:26]2[cH:27][cH:28][cH:29][cH:30][c:31]21.[CH3:35][OH:36].[H:33][H:34]>>[OH:8][CH2:9][CH2:10][CH2:11][N:12]1[C:13](=[O:32])[C:14]2([CH2:15][O:16][c:17]3[c:18]2[cH:19][c:20]2[c:21]([cH:25]3)[O:22][CH2:23][O:24]2)[c:26]2[cH:27][cH:28][cH:29][cH:30][c:31]21. Starting materials: CC(C)=O, CCOCC, O, O, O, CCCOCC(C)(O)C=CC1CCC2(OCCO2)C1CCCCCCC(=O)O, Cc1ccc(S(=O)(=O)O)cc1. Yields the product CCCOCC(C)(O)C=CC1CCC(=O)C1CCCCCCC(=O)O. As a reaction SMILES: [CH3:29][C:30](=[O:31])[CH3:32].[CH3:47][CH2:48][O:49][CH2:50][CH3:51].[OH2:33].[OH2:34].[OH2:35].[OH:1][C:2]([CH:3]=[CH:4][CH:5]1[CH:6]([CH2:14][CH2:15][CH2:16][CH2:17][CH2:18][CH2:19][C:20](=[O:21])[OH:22])[C:7]2([O:8][CH2:11][CH2:10][O:9]2)[CH2:12][CH2:13]1)([CH2:23][O:24][CH2:25][CH2:26][CH3:27])[CH3:28].[c:36]1([CH3:37])[cH:38][cH:39][c:40]([S:41]([OH:42])(=[O:43])=[O:44])[cH:45][cH:46]1>>[OH:1][C:2]([CH:3]=[CH:4][CH:5]1[CH:6]([CH2:14][CH2:15][CH2:16][CH2:17][CH2:18][CH2:19][C:20](=[O:21])[OH:22])[C:7](=[O:8])[CH2:12][CH2:13]1)([CH2:23][O:24][CH2:25][CH2:26][CH3:27])[CH3:28]. The reactants are COc1ccc(S(C)(=O)=O)cc1, O=S(=O)(O)Cl, ClCCl, O. Product: COc1ccc(S(C)(=O)=O)cc1S(=O)(=O)Cl. Reaction SMILES: [CH3:1][S:2](=[O:3])(=[O:4])[c:5]1[cH:6][cH:7][c:8]([O:11][CH3:12])[cH:9][cH:10]1.[Cl:14][S:15](=[O:16])(=[O:17])[OH:18].[Cl:19][CH2:20][Cl:21].[OH2:13]>>[CH3:1][S:2](=[O:3])(=[O:4])[c:5]1[cH:6][c:7]([S:15]([Cl:14])(=[O:16])=[O:17])[c:8]([O:11][CH3:12])[cH:9][cH:10]1. Reactants: O=C(O)COCC1CC(O)CN1C(=O)OCc1ccc([N+](=O)[O-])cc1, CN(C)C=O, N, C1CCOC1, O, O=P(Cl)(Cl)Cl. Product: NC(=O)COCC1CC(O)CN1C(=O)OCc1ccc([N+](=O)[O-])cc1. Reaction SMILES: [C:11](=[O:12])([OH:13])[CH2:14][O:15][CH2:16][CH:17]1[N:18]([C:23](=[O:24])[O:25][CH2:26][c:27]2[cH:28][cH:29][c:30]([N+:33](=[O:34])[O-:35])[cH:31][cH:32]2)[CH2:19][CH:20]([OH:22])[CH2:21]1.[CH3:1][N:2]([CH3:3])[CH:4]=[O:5].[NH3:37].[O:38]1[CH2:39][CH2:40][CH2:41][CH2:42]1.[OH2:36].[P:6]([Cl:7])([Cl:8])([Cl:9])=[O:10]>>[NH2:2][C:11](=[O:12])[CH2:14][O:15][CH2:16][CH:17]1[N:18]([C:23](=[O:24])[O:25][CH2:26][c:27]2[cH:28][cH:29][c:30]([N+:33](=[O:34])[O-:35])[cH:31][cH:32]2)[CH2:19][CH:20]([OH:22])[CH2:21]1.